This data is from the Open Reaction Database (ORD), a public repository of structured organic reaction records. The task is: describe an organic reaction: reactants, conditions, products, and yield Starting materials: CC(=O)O, Cl, N#Cc1cc(F)cc(-c2cc([N+](=O)[O-])c3c(c2)C2(CCCCC2)C(=O)N3)c1, [Sn]. Product: N#Cc1cc(F)cc(-c2cc(N)c3c(c2)C2(CCCCC2)C(=O)N3)c1. RXN SMILES: [CH3:29][C:30](=[O:31])[OH:32].[ClH:33].[N+:1]([O-:2])(=[O:3])[c:4]1[cH:5][c:6](-[c:19]2[cH:20][c:21]([C:22]#[N:23])[cH:24][c:25]([F:27])[cH:26]2)[cH:7][c:8]2[c:9]1[NH:10][C:11](=[O:18])[C:12]21[CH2:13][CH2:14][CH2:15][CH2:16][CH2:17]1.[Sn:28]>>[NH2:1][c:4]1[cH:5][c:6](-[c:19]2[cH:20][c:21]([C:22]#[N:23])[cH:24][c:25]([F:27])[cH:26]2)[cH:7][c:8]2[c:9]1[NH:10][C:11](=[O:18])[C:12]21[CH2:13][CH2:14][CH2:15][CH2:16][CH2:17]1. Starting materials: COc1ccc2c(OC3CC4C(=O)NC5(C(=O)O)CC5C=CCCCCCC(=O)N4C3)cc(-c3nc(C(C)C)cs3)nc2c1C, COc1ccc2c(OC3CC4C(=O)NC5(C(=O)NS(=O)(=O)C6CC6)CC5C=CCCCCCCC(=O)N4C3)cc(-c3nc(C(C)C)cs3)nc2c1. The product is COc1ccc2c(OC3CC4C(=O)NC5(C(=O)NS(=O)(=O)C6CC6)CC5C=CCCCCCC(=O)N4C3)cc(-c3nc(C(C)C)cs3)nc2c1C. Reaction SMILES: [CH:1]([CH3:2])([CH3:3])[c:4]1[n:5][c:6](-[c:9]2[n:10][c:11]3[c:12]([CH3:45])[c:13]([O:43][CH3:44])[cH:14][cH:15][c:16]3[c:17]([O:19][CH:20]3[CH2:21][N:22]4[C:23](=[O:42])[CH2:24][CH2:25][CH2:26][CH2:27][CH2:28][CH:29]=[CH:30][CH:31]5[CH2:32][C:33]5([C:39](=[O:40])[OH:41])[NH:34][C:35](=[O:38])[CH:36]4[CH2:37]3)[cH:18]2)[s:7][cH:8]1.[CH:46]([c:47]1[n:48][c:49](-[c:50]2[cH:51][c:52]([O:53][CH:54]3[CH2:55][CH:56]4[N:57]([C:58](=[O:59])[CH2:60][CH2:61][CH2:62][CH2:63][CH2:64][CH2:65][CH:66]=[CH:67][CH:68]5[C:69]([C:70](=[O:71])[NH:87][S:88](=[O:89])(=[O:90])[CH:91]6[CH2:92][CH2:93]6)([NH:72][C:73]4=[O:74])[CH2:75]5)[CH2:76]3)[c:77]3[c:78]([cH:79][c:80]([O:81][CH3:82])[cH:83][cH:84]3)[n:85]2)[s:86][cH:94]1)([CH3:95])[CH3:96]>>[CH:1]([CH3:2])([CH3:3])[c:4]1[n:5][c:6](-[c:9]2[n:10][c:11]3[c:12]([CH3:45])[c:13]([O:43][CH3:44])[cH:14][cH:15][c:16]3[c:17]([O:19][CH:20]3[CH2:21][N:22]4[C:23](=[O:42])[CH2:24][CH2:25][CH2:26][CH2:27][CH2:28][CH:29]=[CH:30][CH:31]5[CH2:32][C:33]5([C:39](=[O:41])[NH:87][S:88](=[O:89])(=[O:90])[CH:91]5[CH2:92][CH2:93]5)[NH:34][C:35](=[O:38])[CH:36]4[CH2:37]3)[cH:18]2)[s:7][cH:8]1. Product: CC(C)CC(C#N)NC(=O)c1ccc(C2CC2)c(OCC2CC2)n1. Reactants: CCO, O=C(O)c1ccc(C2CC2)c(OCC2CC2)n1, CC(C)CC(N)C#N. RXN SMILES: [CH3:26][CH2:27][OH:28].[CH:1]1([c:4]2[cH:5][cH:6][c:7]([C:15](=[O:16])[OH:17])[n:8][c:9]2[O:10][CH2:11][CH:12]2[CH2:13][CH2:14]2)[CH2:2][CH2:3]1.[NH2:18][CH:19]([C:20]#[N:21])[CH2:22][CH:23]([CH3:24])[CH3:25]>>[CH:1]1([c:4]2[cH:5][cH:6][c:7]([C:15](=[O:17])[NH:18][CH:19]([C:20]#[N:21])[CH2:22][CH:23]([CH3:24])[CH3:25])[n:8][c:9]2[O:10][CH2:11][CH:12]2[CH2:13][CH2:14]2)[CH2:2][CH2:3]1.